From a dataset of the Open Reaction Database (ORD), a public repository of structured organic reaction records. describe an organic reaction: reactants, conditions, products, and yield Reactants: N1=NN(C2=NC=CC=C21)O ([1,2,3]Triazolo[4,5-b]pyridin-3-ol), CN(C(=O)Cl)C1=CC=CC=C1 (N-methyl-N-phenylcarbamoyl chloride). The product is N1=NN(C2=NC=CC=C21)OC(N(C2=CC=CC=C2)C)=O (Methyl-phenyl-carbamic acid [1,2,3]triazolo[4,5-b]pyridin-3-yl ester). As a reaction SMILES: [N:1]1[C:9]2[C:4](=[N:5][CH:6]=[CH:7][CH:8]=2)[N:3]([OH:10])[N:2]=1.[CH3:11][N:12]([C:16]1[CH:21]=[CH:20][CH:19]=[CH:18][CH:17]=1)[C:13](Cl)=[O:14]>>[N:1]1[C:9]2[C:4](=[N:5][CH:6]=[CH:7][CH:8]=2)[N:3]([O:10][C:13](=[O:14])[N:12]([CH3:11])[C:16]2[CH:21]=[CH:20][CH:19]=[CH:18][CH:17]=2)[N:2]=1. Reported procedure: The title compound was prepared from [1,2,3]Triazolo[4,5-b]pyridin-3-ol and N-methyl-N-phenylcarbamoyl chloride applying the general procedure 8. The crude product was purified by flash chromatography (Quad flash 12, EtOAc-heptane) (99%, oil). Reactants: COC(CC1=CC(=CC=C1)OC1=C(C=C(C=C1)Br)C=O)=O ([3-(4-bromo-2-formyl-phenoxy)-phenyl]-acetic acid methyl ester), NC[C@H](O)C1=CC=CC=C1 ((R)-(−)-2-amino-1-phenylethanol). Yields the product COC(CC1=CC(=CC=C1)OC1=C(C=C(C=C1)Br)CNC[C@@H](C1=CC=CC=C1)O)=O ((3-{4-Bromo-2-[((R)-2-hydroxy-2-phenyl-ethylamino)-methyl]-phenoxy}-phenyl)-acetic acid methyl ester). RXN SMILES: [CH3:1][O:2][C:3](=[O:21])[CH2:4][C:5]1[CH:10]=[CH:9][CH:8]=[C:7]([O:11][C:12]2[CH:17]=[CH:16][C:15]([Br:18])=[CH:14][C:13]=2[CH:19]=O)[CH:6]=1.[NH2:22][CH2:23][C@@H:24]([C:26]1[CH:31]=[CH:30][CH:29]=[CH:28][CH:27]=1)[OH:25]>>[CH3:1][O:2][C:3](=[O:21])[CH2:4][C:5]1[CH:10]=[CH:9][CH:8]=[C:7]([O:11][C:12]2[CH:17]=[CH:16][C:15]([Br:18])=[CH:14][C:13]=2[CH2:19][NH:22][CH2:23][C@H:24]([OH:25])[C:26]2[CH:31]=[CH:30][CH:29]=[CH:28][CH:27]=2)[CH:6]=1. Procedure details: Prepared according to the procedure described in Example 45, Step 3, using the following starting materials: [3-(4-bromo-2-formyl-phenoxy)-phenyl]-acetic acid methyl ester and (R)-(−)-2-amino-1-phenylethanol. Reactants: C(C)(C)(C)OC(=O)N1CCC2=C(N(N=C2CC1)C1CCCC1)OS(=O)(=O)C(F)(F)F (2-cyclopentyl-3-trifluoromethanesulfonyloxy-4,5,7,8-tetrahydro-2H-1,2,6-triaza-azulene-6-carboxylic acid tert-butyl ester), FC(C1=CC=C(C=C1)B(O)O)(F)F (4-trifluoromethylphenylboronic acid). Product: C1(CCCC1)N1N=C2CCNCCC2=C1C1=CC=C(C=C1)C(F)(F)F (2-Cyclopentyl-3-(4-trifluoromethyl-phenyl)-2,4,5,6,7,8-hexahydro-1,2,6-triaza-azulene). Yield: 21.8%. Reaction SMILES: C(OC([N:8]1[CH2:17][CH2:16][C:15]2[C:11](=[C:12](OS(C(F)(F)F)(=O)=O)[N:13]([CH:18]3[CH2:22][CH2:21][CH2:20][CH2:19]3)[N:14]=2)[CH2:10][CH2:9]1)=O)(C)(C)C.[F:31][C:32]([F:43])([F:42])[C:33]1[CH:38]=[CH:37][C:36](B(O)O)=[CH:35][CH:34]=1>>[CH:18]1([N:13]2[C:12]([C:36]3[CH:37]=[CH:38][C:33]([C:32]([F:43])([F:42])[F:31])=[CH:34][CH:35]=3)=[C:11]3[C:15]([CH2:16][CH2:17][NH:8][CH2:9][CH2:10]3)=[N:14]2)[CH2:19][CH2:20][CH2:21][CH2:22]1. Procedure details: The title compound (45.2 mg) was prepared as in Example 177, Steps C and D, using 269.2 mg of 2-cyclopentyl-3-trifluoromethanesulfonyloxy-4,5,7,8-tetrahydro-2H-1,2,6-triaza-azulene-6-carboxylic acid tert-butyl ester (Example 180, Step A) and 359.2 mg of 4-trifluoromethylphenylboronic acid. MS (ESI): exact mass calculated for C19H22F3N3, 349.49. found, m/z 350.3 [M+H]+. 1H NMR (500 MHz, CD3OD): 7.87 (d, J=7.9 Hz, 2H), 7.55 (d, J=7.9 Hz, 2H), 4.48 (m, 1H), 3.43-3.40 (m, 2H), 3.21-3.17 (m, 2H), 2.8... Starting materials: ONC(C1=C(C=CC=C1)C#CC1=CC=CC=C1)=O (N-hydroxy-2-(phenylethynyl)benzamide), [N+](=O)([O-])C1=C(C=CC(=C1)C=1SC=CC1)NC(OC(C)(C)C)=O (tert-butyl 2-nitro-4-(thiophen-2-yl)phenylcarbamate). The product is NC1=C(C=CC(=C1)C=1SC=CC1)NC(OC(C)(C)C)=O (tert-butyl 2-amino-4-(thiophen-2-yl)phenylcarbamate). Isolated yield 92.0%. Reaction SMILES: ONC(=O)C1C=CC=CC=1C#CC1C=CC=CC=1.[N+:19]([C:22]1[CH:27]=[C:26]([C:28]2[S:29][CH:30]=[CH:31][CH:32]=2)[CH:25]=[CH:24][C:23]=1[NH:33][C:34](=[O:40])[O:35][C:36]([CH3:39])([CH3:38])[CH3:37])([O-])=O>>[NH2:19][C:22]1[CH:27]=[C:26]([C:28]2[S:29][CH:30]=[CH:31][CH:32]=2)[CH:25]=[CH:24][C:23]=1[NH:33][C:34](=[O:40])[O:35][C:36]([CH3:38])([CH3:37])[CH3:39]. Procedure: The procedure was followed as outlined in Scheme 3, Step 3 replacing compound 37 with compound 60 to afford tert-butyl 2-amino-4-(thiophen-2-yl)phenylcarbamate 61 (2.75 g, 92% yield) as a yellow solid. LRMS (ESI): (calc.) 290.11 (found) 235.1 (M(-tBu)Na)+ The product is CC(=O)OCC1(CC#N)CC1. Starting materials: CC(=O)OCC1(CBr)CC1, Cc1ccccc1, N#C[K], CN(C)C=O, O. Reaction SMILES: [C:9]([CH3:10])(=[O:11])[O:12][CH2:13][C:14]1([CH2:17][Br:18])[CH2:15][CH2:16]1.[CH3:20][c:21]1[cH:22][cH:23][cH:24][cH:25][cH:26]1.[K:1][C:2]#[N:3].[O:4]=[CH:5][N:6]([CH3:7])[CH3:8].[OH2:19]>>[C:2](#[N:3])[CH2:17][C:14]1([CH2:13][O:12][C:9]([CH3:10])=[O:11])[CH2:15][CH2:16]1. RXN SMILES: [Br:1][CH2:2][c:3]1[c:4]([N+:19](=[O:20])[O-:21])[cH:5][c:6]([C:7](=[O:8])[O:9][CH2:10][c:11]2[cH:12][cH:13][cH:14][cH:15][cH:16]2)[cH:17][cH:18]1.[C:57](=[O:58])([O-:59])[O-:60].[CH3:68][CH2:69][O:70][C:71](=[O:72])[CH3:73].[CH:41](=[O:42])[c:43]1[c:44]([CH3:56])[cH:45][c:46]([CH:50]=[CH:51][C:52](=[O:53])[O:54][CH3:55])[cH:47][c:48]1[CH3:49].[K+:61].[K+:62].[O:63]=[CH:64][N:65]([CH3:66])[CH3:67].[c:22]1([P:23]([c:24]2[cH:25][cH:26][cH:27][cH:28][cH:29]2)[c:30]2[cH:31][cH:32][cH:33][cH:34][cH:35]2)[cH:36][cH:37][cH:38][cH:39][cH:40]1>>[CH:2]([c:3]1[c:4]([N+:19](=[O:20])[O-:21])[cH:5][c:6]([C:7](=[O:8])[O:9][CH2:10][c:11]2[cH:12][cH:13][cH:14][cH:15][cH:16]2)[cH:17][cH:18]1)=[CH:41][c:43]1[c:44]([CH3:56])[cH:45][c:46]([CH:50]=[CH:51][C:52](=[O:53])[O:54][CH3:55])[cH:47][c:48]1[CH3:49]. The reactants are O=C(OCc1ccccc1)c1ccc(CBr)c([N+](=O)[O-])c1, O=C([O-])[O-], CCOC(C)=O, COC(=O)C=Cc1cc(C)c(C=O)c(C)c1, [K+], [K+], CN(C)C=O, c1ccc(P(c2ccccc2)c2ccccc2)cc1. Product: COC(=O)C=Cc1cc(C)c(C=Cc2ccc(C(=O)OCc3ccccc3)cc2[N+](=O)[O-])c(C)c1. Reported procedure: A mixture of benzaldehyde (82.1 mL, 0.81 mol), methyl acrylate (109.1 mL, 1.211 mol), 1,4-diazabicyclo (2,2,2) octane (13.6 g, 0.12 mol), and acetic acid (1.4 mL, 0.024 mol) was allowed to stir at 35° C. for 60 h, at which point the reaction was determined to have proceeded to 70% completion by 1H NMR. Methyl acrylate (20.9 mL, 0.23 mol) was then added and the solution was allowed to react at 35° C. for an additional 48 h. The mixture was diluted with diethyl ether (1.0 L) and was washed with 2×... Run at temperature 35 celsius, time 60 hour. Yield: 90.0%. RXN SMILES: [CH:1](=[O:8])[C:2]1[CH:7]=[CH:6][CH:5]=[CH:4][CH:3]=1.[C:9]([O:13][CH3:14])(=[O:12])[CH:10]=[CH2:11].N12CCN(CC1)CC2.C(O)(=O)C>C(OCC)C>[CH:1](=[O:8])[C:2]1[CH:7]=[CH:6][CH:5]=[CH:4][CH:3]=1.[OH:8][CH:1]([C:2]1[CH:7]=[CH:6][CH:5]=[CH:4][CH:3]=1)[C:10](=[CH2:11])[C:9]([O:13][CH3:14])=[O:12]. Reactants: C(C1=CC=CC=C1)=O (benzaldehyde), C(C=C)(=O)OC (methyl acrylate), N12CCN(CC1)CC2 (1,4-diazabicyclo (2,2,2) octane), C(C)(=O)O (acetic acid), C(C=C)(=O)OC (Methyl acrylate). Run in C(C)OCC (diethyl ether). Yields the product C(C1=CC=CC=C1)=O (benzaldehyde), OC(C(C(=O)OC)=C)C1=CC=CC=C1 (Methyl 3-Hydroxy-2-methylene-3-phenylpropionate). The reactants are O=C([O-])[O-], CN(C)C=O, Cc1ccccc1, CCc1c(CCCl)sc2c1NC(=O)CCC2, Cl, Fc1ccc2c(C3CCNCC3)noc2c1, [I-], [K+], [K+], [K+], O. The product is CCc1c(CCN2CCC(c3noc4cc(F)ccc34)CC2)sc2c1NC(=O)CCC2. Reaction SMILES: [C:34](=[O:35])([O-:36])[O-:37].[CH3:42][N:43]([CH3:44])[CH:45]=[O:46].[CH3:47][c:48]1[cH:49][cH:50][cH:51][cH:52][cH:53]1.[Cl:1][CH2:2][CH2:3][c:4]1[c:5]([CH2:15][CH3:16])[c:6]2[c:12]([s:13]1)[CH2:11][CH2:10][CH2:9][C:8](=[O:14])[NH:7]2.[ClH:17].[F:18][c:19]1[cH:20][c:21]2[c:22]([c:23]([CH:26]3[CH2:27][CH2:28][NH:29][CH2:30][CH2:31]3)[n:24][o:25]2)[cH:32][cH:33]1.[I-:41].[K+:38].[K+:39].[K+:40].[OH2:54]>>[CH2:2]([CH2:3][c:4]1[c:5]([CH2:15][CH3:16])[c:6]2[c:12]([s:13]1)[CH2:11][CH2:10][CH2:9][C:8](=[O:14])[NH:7]2)[N:29]1[CH2:28][CH2:27][CH:26]([c:23]2[c:22]3[c:21]([cH:20][c:19]([F:18])[cH:33][cH:32]3)[o:25][n:24]2)[CH2:31][CH2:30]1. Reactants: ClC=1C=C(C(=O)CCC(=O)N2[C@H](C(=O)O)CCC2)C=CC1Cl (1-[3-(3,4-dichlorobenzoyl)propionyl]-L-proline), BrBr (bromine), ClC=1C=C(C(=O)CCC(=O)O)C=CC1Cl (3-(3,4-dichlorobenzoyl)propionic acid), hydroxysuccinimide ester, N1[C@H](C(=O)O)CCC1 (L-proline). Solvent: C(C)(=O)O (acetic acid). Product: BrC(CC(=O)N1[C@H](C(=O)O)CCC1)C(C1=CC(=C(C=C1)Cl)Cl)=O (1-[3-bromo-3-(3,4-dichlorobenzoyl)propionyl]-L-proline). RXN SMILES: ClC1C=C(C=CC=1Cl)C(CCC(O)=O)=O.N1CCC[C@H]1C(O)=O.[Cl:24][C:25]1[CH:26]=[C:27]([CH:42]=[CH:43][C:44]=1[Cl:45])[C:28]([CH2:30][CH2:31][C:32]([N:34]1[CH2:41][CH2:40][CH2:39][C@H:35]1[C:36]([OH:38])=[O:37])=[O:33])=[O:29].[Br:46]Br>C(O)(=O)C>[Br:46][CH:30]([C:28](=[O:29])[C:27]1[CH:42]=[CH:43][C:44]([Cl:45])=[C:25]([Cl:24])[CH:26]=1)[CH2:31][C:32]([N:34]1[CH2:41][CH2:40][CH2:39][C@H:35]1[C:36]([OH:38])=[O:37])=[O:33]. Procedure details: The preceding compound is heated with 6 N hydrochloric acid to give 3-(3,4-dichlorobenzoyl)propionic acid. As described in Example 15, 3-(3,4-dichlorobenzoyl)propionic acid, hydroxysuccinimide ester is prepared and coupled to L-proline as in Example 16. The 1-[3-(3,4-dichlorobenzoyl)propionyl]-L-proline in acetic acid is reacted with bromine as in Example 20 to give 1-[3-bromo-3-(3,4-dichlorobenzoyl)propionyl]-L-proline. The reactants are CC(C)(C)OC(=O)NN, CCN=C=NCCCN(C)C, O=C(O)c1cc(F)c(F)cc1NC1CC1, ClCCl. The product is CC(C)(C)OC(=O)NNC(=O)c1cc(F)c(F)cc1NC1CC1. As a reaction SMILES: [C:16]([NH:17][NH2:18])(=[O:19])[O:20][C:21]([CH3:22])([CH3:23])[CH3:24].[CH2:25]([N:26]=[C:27]=[N:28][CH2:29][CH2:30][CH2:31][N:32]([CH3:33])[CH3:34])[CH3:35].[CH:1]1([NH:4][c:5]2[c:6]([C:7](=[O:8])[OH:9])[cH:10][c:11]([F:15])[c:12]([F:14])[cH:13]2)[CH2:2][CH2:3]1.[Cl:36][CH2:37][Cl:38]>>[CH:1]1([NH:4][c:5]2[c:6]([C:7](=[O:9])[NH:18][NH:17][C:16](=[O:19])[O:20][C:21]([CH3:22])([CH3:23])[CH3:24])[cH:10][c:11]([F:15])[c:12]([F:14])[cH:13]2)[CH2:2][CH2:3]1.